This data is from the Open Reaction Database (ORD), a public repository of structured organic reaction records. The task is: describe an organic reaction: reactants, conditions, products, and yield The reactants are [Al+3], ClCCl, CCOC(=O)C(=O)Cl, CC(C)Sc1ccccc1, [Cl-], [Cl-], [Cl-]. Product: CCOC(=O)C(=O)c1ccc(SC(C)C)cc1. RXN SMILES: [Al+3:4].[CH2:23]([Cl:24])[Cl:25].[CH2:5]([CH3:6])[O:7][C:8]([C:9](=[O:10])[Cl:11])=[O:12].[CH:13]([CH3:14])([CH3:15])[S:16][c:17]1[cH:18][cH:19][cH:20][cH:21][cH:22]1.[Cl-:1].[Cl-:2].[Cl-:3]>>[CH2:5]([CH3:6])[O:7][C:8]([C:9](=[O:10])[c:20]1[cH:19][cH:18][c:17]([S:16][CH:13]([CH3:14])[CH3:15])[cH:22][cH:21]1)=[O:12]. The reactants are CC(C)(C)[Si](C)(C)Cl, N#Cc1cccc(O)c1, CN(C)C=O, c1c[nH]cn1. Product: CC(C)(C)[Si](C)(C)Oc1cccc(C#N)c1. As a reaction SMILES: [C:15]([CH3:16])([CH3:17])([CH3:18])[Si:19]([CH3:20])([CH3:21])[Cl:22].[C:1](#[N:2])[c:3]1[cH:4][c:5]([OH:9])[cH:6][cH:7][cH:8]1.[CH3:23][N:24]([CH3:25])[CH:26]=[O:27].[nH:10]1[cH:11][cH:12][n:13][cH:14]1>>[C:1](#[N:2])[c:3]1[cH:4][c:5]([O:9][Si:19]([C:15]([CH3:16])([CH3:17])[CH3:18])([CH3:20])[CH3:21])[cH:6][cH:7][cH:8]1. The reactants are C1(CC1)COC1=C(C=CC=C1OC)/C=C/C=1N=C2SC=CN2C1C(=O)O (6-{(E)-2-[2-(Cyclopropylmethoxy)-3-methoxyphenyl]vinyl}imidazo[2,1-b][1,3]thiazole-5-carboxylic acid), C(C(C)C)OC1=C(C=O)C=CC=C1OC (2-isobutoxy-3-methoxybenzaldehyde), [Br-].C(C)OC(=O)C1=C(N=C2SC=CN21)C[P+](C2=CC=CC=C2)(C2=CC=CC=C2)C2=CC=CC=C2 (5-ethyloxycarbonylimidazo[2,1-b][1,3]thiazol-6-yl-methyl(triphenyl)phosphonium bromide), [H-].[Na+] (sodium hydride). Run in CS(=O)C (DMSO). The product is C(C(C)C)OC1=C(C=CC=C1OC)/C=C/C=1N=C2SC=CN2C1C(=O)OCC (Ethyl 6-{(E)-2-[2-(isobutoxy)-3-methoxyphenyl]vinyl}imidazo[2,1-b][1,3]thiazole-5-carboxylate). As a reaction SMILES: [CH:1]1([CH2:4][O:5][C:6]2[C:11]([O:12][CH3:13])=[CH:10][CH:9]=[CH:8][C:7]=2/[CH:14]=[CH:15]/[C:16]2[N:17]=[C:18]3[N:22]([C:23]=2[C:24]([OH:26])=[O:25])[CH:21]=[CH:20][S:19]3)[CH2:3][CH2:2]1.[CH2:27](OC1C(OC)=CC=CC=1C=O)[CH:28](C)C.[Br-].C(OC(C1N2C(SC=C2)=NC=1C[P+](C1C=CC=CC=1)(C1C=CC=CC=1)C1C=CC=CC=1)=O)C.[H-].[Na+]>CS(C)=O>[CH2:4]([O:5][C:6]1[C:11]([O:12][CH3:13])=[CH:10][CH:9]=[CH:8][C:7]=1/[CH:14]=[CH:15]/[C:16]1[N:17]=[C:18]2[N:22]([C:23]=1[C:24]([O:26][CH2:27][CH3:28])=[O:25])[CH:21]=[CH:20][S:19]2)[CH:1]([CH3:2])[CH3:3] |f:2.3,4.5|. Procedure: This compound was prepared as described in Intermediate 1 by the reaction of 2-isobutoxy-3-methoxybenzaldehyde (1.328 g, 5.984 mmol) with 5-ethyloxycarbonylimidazo[2,1-b][1,3]thiazol-6-yl-methyl(triphenyl)phosphonium bromide (3.0 g, 5.440 mmol) in the presence of sodium hydride (0.23 g, 5.984 mmol) in anhydrous DMSO (15 mL) to give 1.50 g of product as a white solid; 1H NMR (300 MHz, DMSO-d6) δ 1.07 (d, J=6.9 Hz, 6H), 1.47 (t, J=6.9 Hz, 3H), 2.12-2.23 (m, 1H), 3.75 (d, J=6.6 Hz, 2H), 3.86 (s, 3H... The reactants are C(C)(=O)O (acetic acid), OO (hydrogen peroxide), ClC=1C=C(C(=C2C(CCSC12)=O)C)C(=O)OCC (8-chloro-6-ethoxycarbonyl-5-methylthiochroman-4-one), S(=O)(O)[O-].[Na+] (sodium hydrogensulfite), OO (hydrogen peroxide). Run in O (water). Yields the product ClC=1C=C(C(=C2C(CCS(C12)(=O)=O)=O)C)C(=O)OCC (8-chloro-6-ethoxycarbonyl-5-methylthiochroman-4-one-1,1-dioxide). The yield is 54.0%. RXN SMILES: C(O)(=O)C.OO.[Cl:7][C:8]1[CH:9]=[C:10]([C:20]([O:22][CH2:23][CH3:24])=[O:21])[C:11]([CH3:19])=[C:12]2[C:17]=1S[CH2:15][CH2:14][C:13]2=[O:18].[S:25]([O-:28])(O)=[O:26].[Na+]>O>[Cl:7][C:8]1[CH:9]=[C:10]([C:20]([O:22][CH2:23][CH3:24])=[O:21])[C:11]([CH3:19])=[C:12]2[C:17]=1[S:25](=[O:28])(=[O:26])[CH2:15][CH2:14][C:13]2=[O:18] |f:3.4|. Procedure: 3 Milliliters of acetic acid and 1.75 g (15.47 mmol) of a 30 wt % hydrogen peroxide aqueous solution were added to 2.00 g (7.03 mmol) of 8-chloro-6-ethoxycarbonyl-5-methylthiochroman-4-one in a 50-ml round-bottomed flask, and the mixture was allowed to react at 70° C. for 2 hours. The reaction mixture was diluted with about 50 ml of water, and a sodium hydrogensulfite was added to decompose excess hydrogen peroxide. Then, the mixture was extracted with ethyl acetate. An organic layer was washed ...